The task is: describe an organic reaction: reactants, conditions, products, and yield. This data is from the Open Reaction Database (ORD), a public repository of structured organic reaction records. Reactants: C(c1ccccc1)Sc1ccccc1C=O, CC1=CN=C(C=C1)N, [C-]#[N+]C1CCCCC1. The reagents and catalysts are O=C(O)C(F)(F)F (trifluoroacetic acid). The solvent is CC(C)O (isopropyl alcohol), CC(C)O (isopropylalcohol). Conditions: temperature 22 celsius, time 20 hour. Product: Cc1ccc2nc(c3ccccc3SCc3ccccc3)c(NC3CCCCC3)n2c1. The yield is 49.8%. Reaction SMILES: CC1=CC=C(N)N=C1.[C-]#[N+]C1CCCCC1.O=CC1=C(SCC2=CC=CC=C2)C=CC=C1>>CC1=CN2C(C=C1)=NC(=C2NC1CCCCC1)C1=CC=CC=C1SCC1=CC=CC=C1. Reactants: O=C([O-])[O-], C=CCBr, CC#N, O=[N+]([O-])c1ccc(F)cc1O, [K+], [K+]. Product: C=CCOc1cc(F)ccc1[N+](=O)[O-]. Reaction SMILES: [C:16](=[O:17])([O-:18])[O-:19].[CH2:1]([CH:2]=[CH2:3])[Br:4].[CH3:22][C:23]#[N:24].[F:5][c:6]1[cH:7][cH:8][c:9]([N+:13](=[O:14])[O-:15])[c:10]([OH:12])[cH:11]1.[K+:20].[K+:21]>>[CH2:1]([CH:2]=[CH2:3])[O:12][c:10]1[c:9]([N+:13](=[O:14])[O-:15])[cH:8][cH:7][c:6]([F:5])[cH:11]1. Reactants: C1(=CC=C(C=C1)S(=O)(=O)Cl)C (p-toluenesulfonyl chloride), C1(=CC=C(C=C1)S(=O)(=O)Cl)C (p-toluenesulfonyl chloride), OCCCCCCCCCCCCCCCCCCCCCC(=O)OC (methyl 22-hydroxydocosanoate). Solvent: N1=CC=CC=C1 (pyridine), C(Cl)Cl (methylene chloride). Reaction conditions: time 1 hour. Product: S(=O)(=O)(C1=CC=C(C)C=C1)OCCCCCCCCCCCCCCCCCCCCCC(=O)OC (methyl 22-tosyloxydocosanoate). The yield is 94.7%. Reaction SMILES: [OH:1][CH2:2][CH2:3][CH2:4][CH2:5][CH2:6][CH2:7][CH2:8][CH2:9][CH2:10][CH2:11][CH2:12][CH2:13][CH2:14][CH2:15][CH2:16][CH2:17][CH2:18][CH2:19][CH2:20][CH2:21][CH2:22][C:23]([O:25][CH3:26])=[O:24].[C:27]1([CH3:37])[CH:32]=[CH:31][C:30]([S:33](Cl)(=[O:35])=[O:34])=[CH:29][CH:28]=1>N1C=CC=CC=1.C(Cl)Cl>[S:33]([O:1][CH2:2][CH2:3][CH2:4][CH2:5][CH2:6][CH2:7][CH2:8][CH2:9][CH2:10][CH2:11][CH2:12][CH2:13][CH2:14][CH2:15][CH2:16][CH2:17][CH2:18][CH2:19][CH2:20][CH2:21][CH2:22][C:23]([O:25][CH3:26])=[O:24])([C:30]1[CH:31]=[CH:32][C:27]([CH3:37])=[CH:28][CH:29]=1)(=[O:35])=[O:34]. Procedure: In a mixed solvent of 15 ml pyridine and 120 ml of methylene chloride was dissolved methyl 22-hydroxydocosanoate (1.70 g, 4.59 mmoles). p-toluenesulfonyl chloride (1.75 g, 9.18 mmoles) was gradually added to the obtained solution under ice-cooled condition, over a period of 1 hour, and the mixture was stirred for 14 hours in a refrigerator. Then, p-toluenesulfonyl chloride (1.75 g, 9.18 mmoles) was added to the reaction mixture, and reaction was effected for 24 hours. After the completion of rea... Starting materials: NC=1C=C2C(=CNC2=CC1)C=1CCN(CC1)C (5-amino-3-(1-methyl-1,2,3,6-tetrahydropyridin-4-yl)-1H-indole), S1C(=CC=C1)C(=O)Cl (2-thiophenecarbonyl chloride). Yields the product S1C(=CC=C1)C(=O)NC=1C=C2C(=CNC2=CC1)C=1CCN(CC1)C (5-(2-thienoyl)amino-3-(1-methyl-1,2,3,6-tetrahydropyridin-4-yl)-1H-indole). Isolated yield 32.9%. As a reaction SMILES: [NH2:1][C:2]1[CH:3]=[C:4]2[C:8](=[CH:9][CH:10]=1)[NH:7][CH:6]=[C:5]2[C:11]1[CH2:12][CH2:13][N:14]([CH3:17])[CH2:15][CH:16]=1.[S:18]1[CH:22]=[CH:21][CH:20]=[C:19]1[C:23](Cl)=[O:24]>>[S:18]1[CH:22]=[CH:21][CH:20]=[C:19]1[C:23]([NH:1][C:2]1[CH:3]=[C:4]2[C:8](=[CH:9][CH:10]=1)[NH:7][CH:6]=[C:5]2[C:11]1[CH2:12][CH2:13][N:14]([CH3:17])[CH2:15][CH:16]=1)=[O:24]. Procedure details: Beginning with 1.0 gm (4.4 mMol) 5-amino-3-(1-methyl-1,2,3,6-tetrahydropyridin-4-yl)-1H-indole and 0.494 mL (4.6 mMol) 2-thiophenecarbonyl chloride, 0.489 gm (33.0%) of the title compound were recovered as a bright yellow solid. Reactants: NC=1N=CN(C1C(=O)N)CC1=CC=C(C=C1)C(C)(C)C (4-amino-1-(4-t-butylbenzyl)-5-imidazolecarboxamide), C(C)(C)(C)OC(=O)N(C)C1=CC=C(C(=O)O)C=C1 (4-(N-t-butyloxycarbonyl-N-methylamino)benzoic acid), C1(CCCC1)CC(=O)O (cyclopentyl acetic acid). Product: C(C)(C)(C)C1=CC=C(CN2C=NC(=C2C(=O)N)NC(C2=CC=C(C=C2)N(C)C(=O)OC(C)(C)C)=O)C=C1 (1-(4-t-butylbenzyl)-4-(4-(N-t-butyloxycarbonyl-N-methylamino)benzoylamino)-5-imidazolecarboxamide). Isolated yield 55.0%. RXN SMILES: [NH2:1][C:2]1[N:3]=[CH:4][N:5]([CH2:10][C:11]2[CH:16]=[CH:15][C:14]([C:17]([CH3:20])([CH3:19])[CH3:18])=[CH:13][CH:12]=2)[C:6]=1[C:7]([NH2:9])=[O:8].[C:21]([O:25][C:26]([N:28]([C:30]1[CH:38]=[CH:37][C:33]([C:34](O)=[O:35])=[CH:32][CH:31]=1)[CH3:29])=[O:27])([CH3:24])([CH3:23])[CH3:22].C1(CC(O)=O)CCCC1>>[C:17]([C:14]1[CH:15]=[CH:16][C:11]([CH2:10][N:5]2[C:6]([C:7]([NH2:9])=[O:8])=[C:2]([NH:1][C:34](=[O:35])[C:33]3[CH:32]=[CH:31][C:30]([N:28]([C:26]([O:25][C:21]([CH3:23])([CH3:22])[CH3:24])=[O:27])[CH3:29])=[CH:38][CH:37]=3)[N:3]=[CH:4]2)=[CH:12][CH:13]=1)([CH3:20])([CH3:19])[CH3:18]. Reported procedure: An amidation reaction and post-treatment were carried out under the same conditions as in Example 19, using 2.65 g (9.71 mmol) of 4-amino-1-(4-t-butylbenzyl)-5-imidazolecarboxamide which was prepared in the same manner as in Example 57 and 4-(N-t-butyloxycarbonyl-N-methylamino)benzoic acid which was prepared seperately by a conventional method instead of cyclopentyl acetic acid to obtain 2.69 g of 1-(4-t-butylbenzyl)-4-(4-(N-t-butyloxycarbonyl-N-methylamino)benzoylamino)-5-imidazolecarboxamide (... Yields the product N1(C=NC=C1)CCCCOC1=C(C=CC=C1)/C=C/C=1OC2=C(N1)C=CC=C2 ((E)-2-[2-(4-(1H-Imidazol-1-yl)butoxyphenyl)ethenyl]benzoxazole). The yield is 40.0%. The reactants are ClCCCCOC1=C(C=CC=C1)/C=C/C=1OC2=C(N1)C=CC=C2 ((E)-2-[2-(4-chlorobutoxyphenyl)ethenyl]benzoxazole), Cl (HCl), N1C=NC=C1 (imidazole). Procedure details: The title compound was prepared in accordance with Example 18 starting with (D) of Example 18 (2.5 g, 7.6 mmol) and using imidazole in place of dibutylamine to produce 1.1 g (40% yield) of the title compound as the HCl salt, mp 204°-205° C. IR(KBr): 3400, 1600 cm-1. MS: 360(MH+). 1H NMR (CD3OD): δ 9.02 (s, 1H), 7.89-6.89 (m, 12H), 4.38 (t, J=5.3 Hz, 2H), 4.08 (t, J=5.4 Hz, 2H), 1.97 (m, 4H). RXN SMILES: Cl[CH2:2][CH2:3][CH2:4][CH2:5][O:6][C:7]1[CH:12]=[CH:11][CH:10]=[CH:9][C:8]=1/[CH:13]=[CH:14]/[C:15]1[O:16][C:17]2[CH:23]=[CH:22][CH:21]=[CH:20][C:18]=2[N:19]=1.[NH:24]1[CH:28]=[CH:27][N:26]=[CH:25]1.Cl>>[N:24]1([CH2:2][CH2:3][CH2:4][CH2:5][O:6][C:7]2[CH:12]=[CH:11][CH:10]=[CH:9][C:8]=2/[CH:13]=[CH:14]/[C:15]2[O:16][C:17]3[CH:23]=[CH:22][CH:21]=[CH:20][C:18]=3[N:19]=2)[CH:28]=[CH:27][N:26]=[CH:25]1. The reactants are BrC=1C(NN=CC1Br)=O (4,5-dibromopyridazinone), C([O-])([O-])=O.[K+].[K+] (potassium carbonate), COC1=CC=C(CCl)C=C1 (4-methoxybenzylchloride). The reagents and catalysts are [Br-].C(CCC)[N+](CCCC)(CCCC)CCCC (tetrabutylammonium bromide). Run in CC#N (CH3CN). Conditions: temperature 45 celsius, time 3 hour. Yields the product COC1=CC=C(CN2N=CC(=C(C2=O)Br)Br)C=C1 (2-(4-methoxybenzyl)-4,5-dibromopyridazin-3(2H)-one). RXN SMILES: [Br:1][C:2]1[C:3](=[O:9])[NH:4][N:5]=[CH:6][C:7]=1[Br:8].C(=O)([O-])[O-].[K+].[K+].[CH3:16][O:17][C:18]1[CH:25]=[CH:24][C:21]([CH2:22]Cl)=[CH:20][CH:19]=1>[Br-].C([N+](CCCC)(CCCC)CCCC)CCC.CC#N>[CH3:16][O:17][C:18]1[CH:25]=[CH:24][C:21]([CH2:22][N:4]2[C:3](=[O:9])[C:2]([Br:1])=[C:7]([Br:8])[CH:6]=[N:5]2)=[CH:20][CH:19]=1 |f:1.2.3,5.6|. Procedure details: A mixture of 4,5-dibromopyridazinone (25 g, 98 mmol), anhydrous potassium carbonate (34 g, 246 mmol), 4-methoxybenzylchloride (14 mL, 103 mmol) and tetrabutylammonium bromide (1.6 g, 4.9 mmol) in CH3CN (200 mL) was stirred at 45° C. for 3 h and then at 80° C. for 2 h. The mixture was allowed to cool to 22° C. and filtered through a pad of Celite. The pad was washed with CH2Cl2, followed by EtOAc, and the combined filtrate was evaporated to dryness. The crude product was suspended in MeOH and son... Starting materials: CC(C)([O-])C.[K+] (Potassium tert-butoxide), BrC=1N=C(C(=NC1)N)C#C[Si](CC)(CC)CC (5-bromo-3-(2-triethylsilylethynyl)pyrazin-2-amine). The solvent is CCOC(=O)C (EtOAc), O (water), CCOC(=O)C (EtOAc), CN1C(CCC1)=O (N-methylpyrrolidinone), CN1C(CCC1)=O (N-methylpyrrolidinone). Reaction conditions: temperature 80 celsius, time 1.5 hour. Product: BrC=1N=C2C(=NC1)NC=C2 (2-bromo-5H-pyrrolo[2,3-b]pyrazine). Yield: 70.3%. As a reaction SMILES: CC(C)([O-])C.[K+].[Br:7][C:8]1[N:9]=[C:10]([C:15]#[C:16][Si](CC)(CC)CC)[C:11]([NH2:14])=[N:12][CH:13]=1>CN1CCCC1=O.CCOC(C)=O.O>[Br:7][C:8]1[N:9]=[C:10]2[CH:15]=[CH:16][NH:14][C:11]2=[N:12][CH:13]=1 |f:0.1|. Procedure: Potassium tert-butoxide (6.612 g, 58.92 mmol) was suspended/dissolved in dry N-methylpyrrolidinone (15 mL) and stirred at 80° C. while a solution of 5-bromo-3-(2-triethylsilylethynyl)pyrazin-2-amine (9.1992 g, 29.46 mmol) in dry N-methylpyrrolidinone (50 mL) was added slowly drop wise over 10 minutes. The dropping funnel was washed out with a further aliquot of dry N-methylpyrrolidinone (10 mL). The resultant was stirred at 80° C. for 1.5 hours. Reaction mixture cooled to ambient then diluted wi... Reactants: C(N)(=O)CN1C(COC2=C1C=C(C(=C2)F)[N+](=O)[O-])=O (4-carbamoylmethyl-7-fluoro-6-nitro-2H-1,4-benzoxazin-3(4H)-one), S(=O)(Cl)Cl (thionylchloride), C1(=CC=CC=C1)C (toluene). Reagents/catalysts: CN(C=O)C (N,N-dimethylformamide). Run in CC(=O)CC(C)C (methylisobutyl ketone). Run at time 6 hour. Yields the product C(#N)CN1C(COC2=C1C=C(C(=C2)F)[N+](=O)[O-])=O (4-cyanomethyl-7-fluoro-6-nitro-2H-1,4-benzoxazin-3(4H)-one). The yield is 49.0%. As a reaction SMILES: [C:1]([CH2:4][N:5]1[C:10]2[CH:11]=[C:12]([N+:16]([O-:18])=[O:17])[C:13]([F:15])=[CH:14][C:9]=2[O:8][CH2:7][C:6]1=[O:19])(=O)[NH2:2].S(Cl)(Cl)=O.C1(C)C=CC=CC=1>CN(C)C=O.CC(CC(C)C)=O>[C:1]([CH2:4][N:5]1[C:10]2[CH:11]=[C:12]([N+:16]([O-:18])=[O:17])[C:13]([F:15])=[CH:14][C:9]=2[O:8][CH2:7][C:6]1=[O:19])#[N:2]. Procedure details: Two drops of N,N-dimethylformamide were added to a mixture of 4-carbamoylmethyl-7-fluoro-6-nitro-2H-1,4-benzoxazin-3(4H)-one (1.4 g), thionylchloride (1.2 g) and toluene (20 ml), and the mixture was stirred at a temperature of 100° C. to 110° C. for 6 hours. After the liquor was allowed to cool, methylisobutyl ketone (300 ml) was added thereto, and the liquor was washed with water, a saturated aqueous solution of sodium bicarbonate, water and a saturated table salt solution, in that order, subse...